This data is from the Open Reaction Database (ORD), a public repository of structured organic reaction records. The task is: describe an organic reaction: reactants, conditions, products, and yield The reactants are O=C1c2cc(-c3ccc(Cl)cc3)c(-c3ccccc3Cl)nc2OC2(CCCCC2)C1Br, C1CCOC1, C[Si](C)(C)[N-][Si](C)(C)C, CCOC(C)=O, CI, [Li+], CN(C)C=O. Product: CC1(Br)C(=O)c2cc(-c3ccc(Cl)cc3)c(-c3ccccc3Cl)nc2OC12CCCCC2. RXN SMILES: [Br:1][CH:2]1[C:3](=[O:31])[c:4]2[c:5]([n:6][c:7](-[c:17]3[c:18]([Cl:23])[cH:19][cH:20][cH:21][cH:22]3)[c:8](-[c:10]3[cH:11][cH:12][c:13]([Cl:16])[cH:14][cH:15]3)[cH:9]2)[O:24][C:25]12[CH2:26][CH2:27][CH2:28][CH2:29][CH2:30]2.[CH2:42]1[O:43][CH2:44][CH2:45][CH2:46]1.[CH3:33][Si:34]([N-:35][Si:36]([CH3:37])([CH3:38])[CH3:39])([CH3:40])[CH3:41].[CH3:54][CH2:55][O:56][C:57]([CH3:58])=[O:59].[I:47][CH3:48].[Li+:32].[O:49]=[CH:50][N:51]([CH3:52])[CH3:53]>>[Br:1][C:2]1([CH3:33])[C:3](=[O:31])[c:4]2[c:5]([n:6][c:7](-[c:17]3[c:18]([Cl:23])[cH:19][cH:20][cH:21][cH:22]3)[c:8](-[c:10]3[cH:11][cH:12][c:13]([Cl:16])[cH:14][cH:15]3)[cH:9]2)[O:24][C:25]12[CH2:26][CH2:27][CH2:28][CH2:29][CH2:30]2. Reactants: [H-].[Na+] (sodium hydride), C(C)O (Ethanol), N1CCCCC1 (Piperidine), C(C1=CC=CC=C1)OC=1C=2N3C(C(=C(C3=CC1)CC)C1=CC=C(C=C1)OCC1=CC=CC=C1)=C(C2)COCCCCCl (5-Benzyloxy-2-(4-benzyloxyphenyl)-3-((4-chlorobutoxy)methyl)-1-ethylpyrrolo[2,1,5-cd ]indolizine). The solvent is CN(C=O)C (dimethylformamide), O (water). Conditions: time 0.5 hour. Yields the product C(C1=CC=CC=C1)OC=1C=2N3C(C(=C(C3=CC1)CC)C1=CC=C(C=C1)OCC1=CC=CC=C1)=C(C2)COCCC=C (5-benzyloxy-2-(4-benzyloxyphenyl)-3-((but-3-enyloxy)methyl)-1-ethylpyrrolo[2,1,5-cd ]indolizine). Yield: 52.2%. RXN SMILES: N1CCCCC1.[H-].[Na+].[CH2:9]([O:16][C:17]1[C:18]2[N:19]3[C:23](=[CH:24][CH:25]=1)[C:22]([CH2:26][CH3:27])=[C:21]([C:28]1[CH:33]=[CH:32][C:31]([O:34][CH2:35][C:36]4[CH:41]=[CH:40][CH:39]=[CH:38][CH:37]=4)=[CH:30][CH:29]=1)[C:20]3=[C:42]([CH2:44][O:45][CH2:46][CH2:47][CH2:48][CH2:49]Cl)[CH:43]=2)[C:10]1[CH:15]=[CH:14][CH:13]=[CH:12][CH:11]=1.C(O)C>CN(C)C=O.O>[CH2:9]([O:16][C:17]1[C:18]2[N:19]3[C:23](=[CH:24][CH:25]=1)[C:22]([CH2:26][CH3:27])=[C:21]([C:28]1[CH:33]=[CH:32][C:31]([O:34][CH2:35][C:36]4[CH:37]=[CH:38][CH:39]=[CH:40][CH:41]=4)=[CH:30][CH:29]=1)[C:20]3=[C:42]([CH2:44][O:45][CH2:46][CH2:47][CH:48]=[CH2:49])[CH:43]=2)[C:10]1[CH:15]=[CH:14][CH:13]=[CH:12][CH:11]=1 |f:1.2|. Procedure details: Piperidine (0.14 g, 1.22 mmol) was dissolved in 50 ml of dry dimethylformamide under a nitrogen atmosphere and sodium hydride (60% in oil) (47 mg, 1.16 mmol) was added. The mixture was stirred for 1/2 hour. 5-Benzyloxy-2-(4-benzyloxyphenyl)-3-((4-chlorobutoxy)methyl)-1-ethylpyrrolo[2,1,5-cd ]indolizine (0.337 g, 0.583 mmol) was added and the mixture was stirred at 55-64° for 7 days. Ethanol (10 ml) was added dropwise, and the reaction mixture was diluted with 250 ml of water. The organic materia... The reactants are CN1CCOCC1, Cl, Cl, O=C(O)C1(c2ccc(OC(F)F)cc2)CC1, O=C(O)C(F)(F)F, O=C1OC2(CCNC2)c2ccncc21, CN(C)C=O. Product: O=C1OC2(CCN(C(=O)C3(c4ccc(OC(F)F)cc4)CC3)C2)c2ccncc21, O=C(O)C(F)(F)F. As a reaction SMILES: [CH3:33][N:34]1[CH2:35][CH2:36][O:37][CH2:38][CH2:39]1.[ClH:17].[ClH:18].[F:1][CH:2]([O:3][c:4]1[cH:5][cH:6][c:7]([C:10]2([C:13](=[O:14])[OH:15])[CH2:11][CH2:12]2)[cH:8][cH:9]1)[F:16].[F:40][C:41]([C:42](=[O:43])[OH:44])([F:45])[F:46].[NH:19]1[CH2:20][C:21]2([O:22][C:23](=[O:30])[c:24]3[cH:25][n:26][cH:27][cH:28][c:29]32)[CH2:31][CH2:32]1.[O:47]=[CH:48][N:49]([CH3:50])[CH3:51]>>[F:1][CH:2]([O:3][c:4]1[cH:5][cH:6][c:7]([C:10]2([C:13](=[O:15])[N:19]3[CH2:20][C:21]4([O:22][C:23](=[O:30])[c:24]5[cH:25][n:26][cH:27][cH:28][c:29]54)[CH2:31][CH2:32]3)[CH2:11][CH2:12]2)[cH:8][cH:9]1)[F:16].[F:40][C:41]([C:42](=[O:43])[OH:44])([F:45])[F:46].